From a dataset of the Open Reaction Database (ORD), a public repository of structured organic reaction records. describe an organic reaction: reactants, conditions, products, and yield Reactants: N1=CC=C(C=C1)N1C(NCC1)=O (1-(4-pyridyl)-2-imidazolidinone), BrCCCCCCOC=1C=NC=C(C1)Cl (3-[(6-bromohexyl)oxy]-5-chloropyridine), [H-].[Na+] (sodium hydride). Run in CN(C)C=O (DMF). Reaction conditions: time 8 hour. Yields the product ClC=1C=C(C=NC1)OCCCCCCN1C(N(CC1)C1=CC=NC=C1)=O (1-(6-[(5-chloro-3-pyridyl)oxy]hexyl)-3-(4-pyridyl)-2-imidazolidinone), solid. Yield: 75.0%. As a reaction SMILES: [N:1]1[CH:6]=[CH:5][C:4]([N:7]2[CH2:11][CH2:10][NH:9][C:8]2=[O:12])=[CH:3][CH:2]=1.Br[CH2:14][CH2:15][CH2:16][CH2:17][CH2:18][CH2:19][O:20][C:21]1[CH:22]=[N:23][CH:24]=[C:25]([Cl:27])[CH:26]=1.[H-].[Na+]>CN(C=O)C>[Cl:27][C:25]1[CH:26]=[C:21]([O:20][CH2:19][CH2:18][CH2:17][CH2:16][CH2:15][CH2:14][N:9]2[CH2:10][CH2:11][N:7]([C:4]3[CH:3]=[CH:2][N:1]=[CH:6][CH:5]=3)[C:8]2=[O:12])[CH:22]=[N:23][CH:24]=1 |f:2.3|. Reported procedure: To a solution of 1-(4-pyridyl)-2-imidazolidinone (100 mg, 0.61 mmol) and 3-[(6-bromohexyl)oxy]-5-chloropyridine (269 mg, 0.92 mmol) in DMF (5 mL) was added sodium hydride (39 mg, 1.23 mmol, 75% in mineral oil) in an ice bath. The mixture was stirred at room temperature overnight. After removing the solvent under reduced pressure, the crude residue was purified by column chromatography eluted with 15% methanol in ethyl acetate to afford the product (i.e., Compound 11) as a light yellow solid (0.1... The reactants are NC1=NC=C(C(=C1)CC(=O)OCC)Br (ethyl 2-(2-amino-5-bromopyridin-4-yl)acetate), C1CCOC1 (THF), C(C1=CC=CC=C1)(=O)N=C=S (benzoyl isothiocyanate). The solvent is C(C)(=O)OCC.CCCCCC (ethyl acetate hexane). Reaction conditions: time 8 hour. The product is C(C1=CC=CC=C1)(=O)NC(NC1=NC=C(C(=C1)CC(=O)OCC)Br)=S (ethyl 2-(2-(3-benzoylthioureido)-5-bromopyridin-4-yl)acetate). Isolated yield 85.2%. Reaction SMILES: [NH2:1][C:2]1[CH:7]=[C:6]([CH2:8][C:9]([O:11][CH2:12][CH3:13])=[O:10])[C:5]([Br:14])=[CH:4][N:3]=1.C1COCC1.[C:20]([N:28]=[C:29]=[S:30])(=[O:27])[C:21]1[CH:26]=[CH:25][CH:24]=[CH:23][CH:22]=1>C(OCC)(=O)C.CCCCCC>[C:20]([NH:28][C:29](=[S:30])[NH:1][C:2]1[CH:7]=[C:6]([CH2:8][C:9]([O:11][CH2:12][CH3:13])=[O:10])[C:5]([Br:14])=[CH:4][N:3]=1)(=[O:27])[C:21]1[CH:26]=[CH:25][CH:24]=[CH:23][CH:22]=1 |f:3.4|. Reported procedure: A flask was charged with ethyl 2-(2-amino-5-bromopyridin-4-yl)acetate (2.700 g, 10.42 mmol) and THF (20 mL), and benzoyl isothiocyanate (1.546 mL, 11.46 mmol) was added. The mixture was stirred overnight at ambient temperature. The thick slurry was diluted with 50 mL of 10% ethyl acetate/hexane and filtered. The filter cake was washed with 10% ethyl acetate/hexane and dried to afford the desired product (3.75 g, 85.22%) as a pale yellow fluffy solid. Starting materials: CC(C)CC(Nc1nscc1-c1ccc(N2CCNCC2)cc1)C(=O)NCC#N, CC(=O)c1ccc(B(O)O)cc1. Product: CC(=O)c1ccc(-c2csnc2NC(CC(C)C)C(=O)NCC#N)cc1. RXN SMILES: [C:1](#[N:2])[CH2:3][NH:4][C:5]([CH:6]([NH:7][c:8]1[n:9][s:10][cH:11][c:12]1-[c:13]1[cH:14][cH:15][c:16]([N:19]2[CH2:20][CH2:21][NH:22][CH2:23][CH2:24]2)[cH:17][cH:18]1)[CH2:25][CH:26]([CH3:27])[CH3:28])=[O:29].[C:30]([CH3:31])(=[O:32])[c:33]1[cH:34][cH:35][c:36]([B:37]([OH:38])[OH:39])[cH:40][cH:41]1>>[C:1](#[N:2])[CH2:3][NH:4][C:5]([CH:6]([NH:7][c:8]1[n:9][s:10][cH:11][c:12]1-[c:13]1[cH:14][cH:15][c:16]([C:30]([CH3:31])=[O:32])[cH:17][cH:18]1)[CH2:25][CH:26]([CH3:27])[CH3:28])=[O:29]. Starting materials: C1C=C(C2=CC=CC=C12)CCO (indene-3-ethanol), ICC(C)=O (iodoacetone), B(F)(F)F.CCOCC (boron trifluoride-etherate), alkali-aluminum silicate. Solvent: C1=CC=CC=C1 (benzene). Product: ICC1(OCCC2=C1CC=1C=CC=CC12)C (1-(Iodomethyl)-1-methyl-1,3,4,9-tetrahydroindeno[2,1-c]pyran). RXN SMILES: [CH2:1]1[C:9]2[C:4](=[CH:5][CH:6]=[CH:7][CH:8]=2)[C:3]([CH2:10][CH2:11][OH:12])=[CH:2]1.[I:13][CH2:14][C:15](=O)[CH3:16].B(F)(F)F.CCOCC>C1C=CC=CC=1>[I:13][CH2:14][C:15]1([CH3:16])[C:2]2[CH2:1][C:9]3[CH:8]=[CH:7][CH:6]=[CH:5][C:4]=3[C:3]=2[CH2:10][CH2:11][O:12]1 |f:2.3|. Procedure details: To a solution of indene-3-ethanol (15 g) in 150 ml of benzene, iodoacetone (12 g) is added. The mixture is heated at reflux with 5 ml of boron trifluoride-etherate and hydrated alkali-aluminum silicate (Molecular Sieves No. 4). After a total of 2 hours the reaction is cooled, filtered and washed with 5% sodium bicarbonate, water and dried over sodium sulfate. Evaporation under reduced pressure affords an oil. This oil is purified by chromatography on silica gel. Elution with benzene and concentr... Starting materials: C(=CC=C)C=1C(=CC(=C(OC(C#N)=CN(C)C)C1)I)C (2-(5-buta-1,3-dienyl-2-iodo-4-methyl-phenoxy)-3-dimethylamino-acrylonitrile), Cl.NC1=CC=CC=C1 (aniline hydrochloride). The solvent is C(C)O (ethanol). Yields the product C(=CC=C)C=1C(=CC(=C(OC(C#N)=CNC2=CC=CC=C2)C1)I)C (2-(5-buta-1,3-dienyl-2-iodo-4-methyl-phenoxy)-3-phenylamino-acrylonitrile). RXN SMILES: [CH:1]([C:5]1[C:6]([CH3:20])=[CH:7][C:8]([I:19])=[C:9]([CH:18]=1)[O:10][C:11](=[CH:14][N:15]([CH3:17])C)[C:12]#[N:13])=[CH:2][CH:3]=[CH2:4].Cl.N[C:23]1[CH:28]=[CH:27]C=[CH:25][CH:24]=1>C(O)C>[CH:1]([C:5]1[C:6]([CH3:20])=[CH:7][C:8]([I:19])=[C:9]([CH:18]=1)[O:10][C:11](=[CH:14][NH:15][C:17]1[CH:27]=[CH:28][CH:23]=[CH:24][CH:25]=1)[C:12]#[N:13])=[CH:2][CH:3]=[CH2:4] |f:1.2|. Reported procedure: To the crude crude 2-(5-buta-1,3-dienyl-2-iodo-4-methyl-phenoxy)-3-dimethylamino-acrylonitrile of step 3 was added aniline hydrochloride (2.54 g, 19.59 mmol) and ethanol (25 mL). The mixture was heated to reflux for 16 hours under nitrogen atmosphere. The mixture was cooled and concentrated under reduced pressure to yield crude 2-(5-buta-1,3-dienyl-2-iodo-4-methyl-phenoxy)-3-phenylamino-acrylonitrile, which was used in the same flask directly in the following step. Reactants: NCCSCC=1OC2=C(C1)C=CC(=C2)CN(C)C (2-(2-Aminoethylthiomethyl)-6-(dimethylaminomethyl)-benzofuran), C(C=C)N=C=S (allyl isothiocyanate). Run in C(C)#N (acetonitrile). Yields the product CN(C)CC1=CC2=C(C=C(O2)CSCCNC(=S)NCC=C)C=C1 (N-[2-(6-dimethylaminomethyl-2-benzofuranylmethylthio)ethyl]-N'-(2-propenyl)thiourea). As a reaction SMILES: [NH2:1][CH2:2][CH2:3][S:4][CH2:5][C:6]1[O:7][C:8]2[CH:14]=[C:13]([CH2:15][N:16]([CH3:18])[CH3:17])[CH:12]=[CH:11][C:9]=2[CH:10]=1.[CH2:19]([N:22]=[C:23]=[S:24])[CH:20]=[CH2:21]>C(#N)C>[CH3:17][N:16]([CH2:15][C:13]1[CH:12]=[CH:11][C:9]2[CH:10]=[C:6]([CH2:5][S:4][CH2:3][CH2:2][NH:1][C:23]([NH:22][CH2:19][CH:20]=[CH2:21])=[S:24])[O:7][C:8]=2[CH:14]=1)[CH3:18]. Procedure details: A solution of 2-(2-aminoethylthiomethyl)-6-(dimethylaminomethyl)benzofuran (Example 1, Step E) (2.6 g., 0.01 mole) and allyl isothiocyanate (1.1 g., 0.011 mole) in acetonitrile (15 ml.) is kept at 25°-27° C. for 16 hours. The solvent is evaporated and the residual oil chromatographed (silica gel/5% methanol in chloroform) to yield N-[2-(6-dimethylaminomethyl-2-benzofuranylmethylthio)ethyl]-N'-(2-propenyl)thiourea. Starting materials: OC(CC)[C@@H]1CCC(O1)=O ((5S)-5-(1-hydroxypropyl)tetrahydrofuran-2-one), OC(CC)[C@@H]1CCC(O1)=O ((5S)-5-(1-hydroxypropyl)tetrahydrofuran-2-one), C(C)(C)(C)[Si](C1=CC=CC=C1)(C1=CC=CC=C1)Cl (tert-butylchlorodiphenylsilane), N1C=NC=C1 (imidazole), CN(C)C=O (DMF). Run in O (water). Run at temperature 50 celsius, time 12 hour. The product is [Si](C1=CC=CC=C1)(C1=CC=CC=C1)(C(C)(C)C)OC(CC)C1C(OCC1)=O ((1-[tert-butyl(diphenyl)silyl]oxypropyl]tetrahydrofuran-2-one). RXN SMILES: O[CH:2]([C@H:5]1[O:9][C:8](=[O:10])[CH2:7][CH2:6]1)[CH2:3]C.[C:11]([Si:15](Cl)([C:22]1[CH:27]=[CH:26][CH:25]=[CH:24][CH:23]=1)[C:16]1[CH:21]=[CH:20][CH:19]=[CH:18][CH:17]=1)([CH3:14])([CH3:13])[CH3:12].N1C=CN=C1.CN([CH:37]=[O:38])C>O>[Si:15]([O:9][CH:5]([CH:6]1[CH2:7][CH2:8][O:10][C:37]1=[O:38])[CH2:2][CH3:3])([C:11]([CH3:14])([CH3:13])[CH3:12])([C:22]1[CH:27]=[CH:26][CH:25]=[CH:24][CH:23]=1)[C:16]1[CH:21]=[CH:20][CH:19]=[CH:18][CH:17]=1. Reported procedure: To a solution of (5S)-5-(1-hydroxypropyl)tetrahydrofuran-2-one (compound 28d, 9 g, 62.5 mmol) in DMF (100 mL) was added tert-butylchlorodiphenylsilane (42.8 g, 156 mmol) and imidazole (10.6 g, 156 mmol) under N2. After being stirred at 50° C. for 12 hours, the mixture was diluted with water and extracted with EtOAc. The combined organic layers were washed with brine (100 mL) and concentrated in vacuo. The residue was purified by column chromatography on silica gel (eluting with 1:20 to 1:3 EtOAc... Starting materials: [OH-].[Na+] (sodium hydroxide), C(#N)[BH3-].[Na+] (sodium cyanoborohydride), C1(=CC=CC=C1)C12CCN(C(OC1(C)C)C2)C (5-phenyl-2,6,6-trimethyl-7-oxa-2-azabicyclo[3.2.1]octane), [BH4-] (borohydride), Cl (hydrochloric acid). Run in CO (methanol), C(C)(=O)O (acetic acid). Run at time 2 hour. Yields the product C1(=CC=CC=C1)C1(CCN(CC1)C)C(O)(C)C (4-phenyl-α,α,1-trimethyl-4-piperidinemethanol). Yield: 66.1%. As a reaction SMILES: [C:1]1([C:7]23[CH2:16][CH:11]([O:12][C:13]2([CH3:15])[CH3:14])[N:10]([CH3:17])[CH2:9][CH2:8]3)[CH:6]=[CH:5][CH:4]=[CH:3][CH:2]=1.C([BH3-])#N.[Na+].[BH4-].Cl.[OH-].[Na+]>CO.C(O)(=O)C>[C:1]1([C:7]2([C:13]([CH3:15])([CH3:14])[OH:12])[CH2:8][CH2:9][N:10]([CH3:17])[CH2:11][CH2:16]2)[CH:2]=[CH:3][CH:4]=[CH:5][CH:6]=1 |f:1.2,5.6|. Reported procedure: A solution of 1.47 g of the above product III in a mixture of 10 mL of methanol and 2 mL of acetic acid was cooled with ice and treated with 0.76 g of sodium cyanoborohydride. The mixture was stirred at room temperature for 2 h, and the excess borohydride was decomposed by addition, with ice cooling, of 8 mL of conc hydrochloric acid. After stirring at room temperature for 0.5 h the mixture was made basic with aqueous sodium hydroxide solution and extracted with methylene chloride. Removal of th...